The task is: describe an organic reaction: reactants, conditions, products, and yield. This data is from the Open Reaction Database (ORD), a public repository of structured organic reaction records. Reactants: NC=1SC=C(N1)C(C(=O)OCC)=NOCC=C (ethyl 2-(2-aminothiazol-4-yl)-2-allyloxyiminoacetate), aqueous solution, [OH-].[Na+] (sodium hydroxide), O1CCCC1 (tetrahydrofuran). Solvent: CO (methanol). Yields the product NC=1SC=C(N1)C(C(=O)O)=NOCC=C (2-(2-aminothiazol-4-yl)-2-allyloxyiminoacetic acid). Isolated yield 59.6%. As a reaction SMILES: [NH2:1][C:2]1[S:3][CH:4]=[C:5]([C:7](=[N:13][O:14][CH2:15][CH:16]=[CH2:17])[C:8]([O:10]CC)=[O:9])[N:6]=1.[OH-].[Na+].O1CCCC1>CO>[NH2:1][C:2]1[S:3][CH:4]=[C:5]([C:7](=[N:13][O:14][CH2:15][CH:16]=[CH2:17])[C:8]([OH:10])=[O:9])[N:6]=1 |f:1.2|. Reported procedure: A solution of ethyl 2-(2-aminothiazol-4-yl)-2-allyloxyiminoacetate (syn isomer, 3.6 g), 2 N aqueous solution of sodium hydroxide (14.1 ml), tetrahydrofuran (14.1 ml) and methanol (15 ml) as stirred at 40° C. for 1.5 hours. The resultant solution was concentrated in vacuo, and the residue was dissolved in water. After the solution was adjusted to pH 2.8 with 10% hydrochloric acid under ice cooling, the precipitates were collected by filtration, washed with water and acetone in turn and dried to g... Starting materials: FC=1C=CC2=C(N(C(=N2)[C@H](C)N)C)C1C1=NC=CC=C1 ((S)-1-(6-Fluoro-1-methyl-7-pyridin-2-yl-1H-benzoimidazol-2-yl)ethylamine), NC1=NC=NC(=C1C#N)Cl (4-amino-6-chloropyrimidine-5-carbonitrile), CCN(C(C)C)C(C)C (DIPEA). The solvent is CC(C)O (IPA). Conditions: temperature 90 celsius. Product: NC1=NC=NC(=C1C#N)N[C@@H](C)C1=NC2=C(N1C)C(=C(C=C2)F)C2=NC=CC=C2 (4-amino-6-[[(1S)-1-[6-fluoro-1-methyl-7-(2-pyridyl)benzimidazol-2-yl]ethyl]amino]pyrimidine-5-carbonitrile). Isolated yield 69.9%. Reaction SMILES: [F:1][C:2]1[CH:3]=[CH:4][C:5]2[N:9]=[C:8]([C@@H:10]([NH2:12])[CH3:11])[N:7]([CH3:13])[C:6]=2[C:14]=1[C:15]1[CH:20]=[CH:19][CH:18]=[CH:17][N:16]=1.[NH2:21][C:22]1[C:27]([C:28]#[N:29])=[C:26](Cl)[N:25]=[CH:24][N:23]=1.CCN(C(C)C)C(C)C>CC(O)C>[NH2:21][C:22]1[C:27]([C:28]#[N:29])=[C:26]([NH:12][C@H:10]([C:8]2[N:7]([CH3:13])[C:6]3[C:14]([C:15]4[CH:20]=[CH:19][CH:18]=[CH:17][N:16]=4)=[C:2]([F:1])[CH:3]=[CH:4][C:5]=3[N:9]=2)[CH3:11])[N:25]=[CH:24][N:23]=1. Reported procedure: (S)-1-(6-Fluoro-1-methyl-7-pyridin-2-yl-1H-benzoimidazol-2-yl)ethylamine (0.093 g, 0.35 mmol), 4-amino-6-chloropyrimidine-5-carbonitrile (53 mg, 0.35 mmol) and DIPEA (313 μL, 1.72 mmol) in IPA (5 mL) were added and the reaction mixture heated at 90° C. for 16 h. The reaction mixture was concentrated in vacuo and the resultant residue purified by flash chromatography (Si—PPC, gradient 0-10% methanol in DCM) to give 411 as a white solid (95 mg, 72%). LCMS (Method K): RT 2.76 min [M+H]+ 389. 1H NMR... The reactants are CC(C)=O, CCCC(=NOCC=CCl)C1C(=O)CC(CC(C)SCC)CC1=O, OO. Yields the product CCCC(=NOCC=CCl)C1C(=O)CC(CC(C)S(=O)CC)CC1=O. Reaction SMILES: [CH3:27][C:28](=[O:29])[CH3:30].[Cl:1][CH:2]=[CH:3][CH2:4][O:5][N:6]=[C:7]([CH2:8][CH2:9][CH3:10])[CH:11]1[C:12](=[O:24])[CH2:13][CH:14]([CH2:18][CH:19]([CH3:20])[S:21][CH2:22][CH3:23])[CH2:15][C:16]1=[O:17].[OH:25][OH:26]>>[Cl:1][CH:2]=[CH:3][CH2:4][O:5][N:6]=[C:7]([CH2:8][CH2:9][CH3:10])[CH:11]1[C:12](=[O:24])[CH2:13][CH:14]([CH2:18][CH:19]([CH3:20])[S:21]([CH2:22][CH3:23])=[O:25])[CH2:15][C:16]1=[O:17]. The reactants are NC1=CC(N(C(N1CCC1=CC=C(C=C1)[N+](=O)[O-])=O)CCC)=O (6-amino-1-[2-(4-nitrophenyl)ethyl]-3-propyluracil), N(=O)[O-].[Na+] (sodium nitrite), O (water), C(C)O (ethanol). Solvent: C(C)(=O)O (acetic acid). Reaction conditions: temperature 80 celsius, time 20 minute. Yields the product NC1=C(C(N(C(N1CCC1=CC=C(C=C1)[N+](=O)[O-])=O)CCC)=O)N=O (6-amino-5-nitroso-1-[2-(4-nitrophenyl)ethyl]-3-propyluracil). The yield is 96.4%. RXN SMILES: [NH2:1][C:2]1[N:7]([CH2:8][CH2:9][C:10]2[CH:15]=[CH:14][C:13]([N+:16]([O-:18])=[O:17])=[CH:12][CH:11]=2)[C:6](=[O:19])[N:5]([CH2:20][CH2:21][CH3:22])[C:4](=[O:23])[CH:3]=1.O.C(O)C.[N:28]([O-])=[O:29].[Na+]>C(O)(=O)C>[NH2:1][C:2]1[N:7]([CH2:8][CH2:9][C:10]2[CH:11]=[CH:12][C:13]([N+:16]([O-:18])=[O:17])=[CH:14][CH:15]=2)[C:6](=[O:19])[N:5]([CH2:20][CH2:21][CH3:22])[C:4](=[O:23])[C:3]=1[N:28]=[O:29] |f:3.4|. Procedure: To a solution of 232 gm of crude 6-amino-1-[2-(4-nitrophenyl)ethyl]-3-propyluracil (4), 4.0 L of water and ca. 2.0 L of ethanol at 80 degrees C. was added 55.3 gm of sodium nitrite in one portion, followed by the dropwise addition of 100 mL of glacial acetic acid. After stirring at 80 degrees C. for 20 minutes the mixture was allowed to cool to near room temperature, then was chilled in an ice bath to effect crystallization. The solids were isolated by filtration, washed with two 1.0 L portions ... The reactants are C(C)OC(CCCSC(NCCCC1=CC=C(C=C1)Cl)=S)=O (4-{[[3-(p-chlorophenyl)propyl]thiocarbamoyl]-thio}-butyric acid ethyl ester), Cl (hydrochloric acid). Run in C(C)(=O)O (acetic acid). Product: ClC1=CC=C(C=C1)CCCNC(=S)SCCCC(=O)O (4-{[[(p-chlorophenyl)propyl]-thiocarbamoyl]thio}-butyric acid). As a reaction SMILES: C([O:3][C:4](=[O:22])[CH2:5][CH2:6][CH2:7][S:8][C:9](=[S:21])[NH:10][CH2:11][CH2:12][CH2:13][C:14]1[CH:19]=[CH:18][C:17]([Cl:20])=[CH:16][CH:15]=1)C.Cl>C(O)(=O)C>[Cl:20][C:17]1[CH:16]=[CH:15][C:14]([CH2:13][CH2:12][CH2:11][NH:10][C:9]([S:8][CH2:7][CH2:6][CH2:5][C:4]([OH:22])=[O:3])=[S:21])=[CH:19][CH:18]=1. Reported procedure: 10 G. of 4-{[[3-(p-chlorophenyl)propyl]thiocarbamoyl]-thio}-butyric acid ethyl ester dissolved in 100 ml. of acetic acid were stirred under slight reflux for 8 hours with 50 ml. of half-concentrated hydrochloric acid. The mixture was evaporated in vacuo, the residue recrystallized from carbon tetrachloride, and 4.4 g. of 4-{[[(p-chlorophenyl)propyl]-thiocarbamoyl]thio}-butyric acid having a melting point of 98°-100° C. were obtained. Reactants: [BH4-].[Na+] (sodium borohydride), ClC1=C(C(=O)C2C(C2)C#N)C=CC(=C1)F (2-(2-Chloro-4-fluorobenzoyl)cyclopropanecarbonitrile), ClCCl (dichloromethane). Solvent: C(C)O (ethanol), C(C)(=O)OCC (ethyl acetate). Reaction conditions: temperature 40 celsius, time 2 hour. Product: ClC1=C(C=CC(=C1)F)C(C1C(C1)C#N)O (2-[(2-Chloro-4-fluorophenyl)(hydroxy)methyl]cyclopropanecarbonitrile). As a reaction SMILES: [BH4-].[Na+].[Cl:3][C:4]1[CH:16]=[C:15]([F:17])[CH:14]=[CH:13][C:5]=1[C:6]([CH:8]1[CH2:10][CH:9]1[C:11]#[N:12])=[O:7].ClCCl>C(O)C.C(OCC)(=O)C>[Cl:3][C:4]1[CH:16]=[C:15]([F:17])[CH:14]=[CH:13][C:5]=1[CH:6]([OH:7])[CH:8]1[CH2:10][CH:9]1[C:11]#[N:12] |f:0.1|. Procedure: 409 mg (10.8 mmol) of sodium borohydride were added to 2.20 g (9.84 mmol) of the compound from Example 127A in 180 ml of ethanol and 60 ml of ethyl acetate under argon, and the mixture was stirred at 40° C. for 2 h. The reaction mixture was added to dichloromethane, the phases were separated, and the organic phase was washed with water, dried over magnesium sulfate, filtered and concentrated. The crude product was purified by flash chromatography on silica gel (mobile phase: toluene/ethyl acetat... The reactants are S(O)(O)(=O)=O (sulfuric acid), C(C)(C)OC1=CC(=C(C=C1)N1N=CC(N(C1=O)C)=O)F (2-(4-isopropoxy-2-fluorophenyl)-4-methyl-1,2,4-triazine-3,5-dione), ice water. Reaction conditions: temperature 0 celsius. The product is OC1=CC(=C(C=C1)N1N=CC(N(C1=O)C)=O)F (2-(4-Hydroxy-2-fluorophenyl)-4-methyl-1,2,4-triazine-3,5,-dione). Reaction SMILES: S(=O)(=O)(O)O.C([O:9][C:10]1[CH:15]=[CH:14][C:13]([N:16]2[C:21](=[O:22])[N:20]([CH3:23])[C:19](=[O:24])[CH:18]=[N:17]2)=[C:12]([F:25])[CH:11]=1)(C)C>>[OH:9][C:10]1[CH:15]=[CH:14][C:13]([N:16]2[C:21](=[O:22])[N:20]([CH3:23])[C:19](=[O:24])[CH:18]=[N:17]2)=[C:12]([F:25])[CH:11]=1. Procedure details: Concentrated sulfuric acid (5 mL) that had been cooled to 0°-5° C. was mixed with 2.80 g (0.010 mole) of 2-(4-isopropoxy-2-fluorophenyl)-4-methyl-1,2,4-triazine-3,5-dione that had been cooled to 0° C. The mixture was maintained at 0° C. for ten minutes, during which time it became homogeneous. The mixture was then poured into ice-water, and the resulting mixture was extracted with ethyl acetate. The extract was washed in succession with a saturated aqueous solution of sodium bicarbonate and a sa...